Dataset: the Open Reaction Database (ORD), a public repository of structured organic reaction records. Task: describe an organic reaction: reactants, conditions, products, and yield Reactants: O=C([O-])[O-], CCc1cc(F)cc(C)c1CCl, ClCCl, ClCCl, CS(=O)(=O)O, CS(=O)(=O)O, CO, CCO, CN(C)C=O, CCN(C(C)C)C(C)C, [K+], [K+], Cc1nc2c(N)cc(C(N)=O)cn2c1C, O. The product is CS(=O)(=O)O, CCc1cc(F)cc(C)c1CNc1cc(C(N)=O)cn2c(C)c(C)nc12. As a reaction SMILES: [C:42](=[O:43])([O-:44])[O-:45].[CH2:21]([CH3:22])[c:23]1[c:24]([CH2:25][Cl:26])[c:27]([CH3:32])[cH:28][c:29]([F:31])[cH:30]1.[CH2:55]([Cl:56])[Cl:57].[CH2:62]([Cl:63])[Cl:64].[CH3:1][S:2](=[O:3])(=[O:4])[OH:5].[CH3:48][S:49]([OH:50])(=[O:51])=[O:52].[CH3:53][OH:54].[CH3:58][CH2:59][OH:60].[CH3:65][N:66]([CH3:67])[CH:68]=[O:69].[CH:33]([N:34]([CH:35]([CH3:36])[CH3:37])[CH2:38][CH3:39])([CH3:40])[CH3:41].[K+:46].[K+:47].[NH2:6][c:7]1[c:8]2[n:9]([cH:10][c:11]([C:13](=[O:14])[NH2:15])[cH:12]1)[c:16]([CH3:20])[c:17]([CH3:19])[n:18]2.[OH2:61]>>[CH3:1][S:2](=[O:3])(=[O:4])[OH:5].[NH:6]([c:7]1[c:8]2[n:9]([cH:10][c:11]([C:13](=[O:14])[NH2:15])[cH:12]1)[c:16]([CH3:20])[c:17]([CH3:19])[n:18]2)[CH2:25][c:24]1[c:23]([CH2:21][CH3:22])[cH:30][c:29]([F:31])[cH:28][c:27]1[CH3:32]. Reactants: C(CCCCCCCCCCCCCC)C=1C=C(C=CC1)S(=O)(=O)C(C(=O)O)CC (2-[(3-Pentadecylphenyl)sulfonyl]butanoic acid), CN(C=O)C (dimethylformamide), S(=O)(Cl)Cl (thionyl chloride). Solvent: C(C)(=O)OCC (ethyl acetate). Conditions: temperature 70 celsius. Yields the product C(CCCCCCCCCCCCCC)C=1C=C(C=CC1)S(=O)(=O)C(C(=O)Cl)CC (2-[(3-Pentadecylphenyl)sulfonyl]butanoyl chloride). As a reaction SMILES: [CH2:1]([C:16]1[CH:17]=[C:18]([S:22]([CH:25]([CH2:29][CH3:30])[C:26](O)=[O:27])(=[O:24])=[O:23])[CH:19]=[CH:20][CH:21]=1)[CH2:2][CH2:3][CH2:4][CH2:5][CH2:6][CH2:7][CH2:8][CH2:9][CH2:10][CH2:11][CH2:12][CH2:13][CH2:14][CH3:15].CN(C)C=O.S(Cl)([Cl:38])=O>C(OCC)(=O)C>[CH2:1]([C:16]1[CH:17]=[C:18]([S:22]([CH:25]([CH2:29][CH3:30])[C:26]([Cl:38])=[O:27])(=[O:24])=[O:23])[CH:19]=[CH:20][CH:21]=1)[CH2:2][CH2:3][CH2:4][CH2:5][CH2:6][CH2:7][CH2:8][CH2:9][CH2:10][CH2:11][CH2:12][CH2:13][CH2:14][CH3:15]. Procedure details: 2-[(3-Pentadecylphenyl)sulfonyl]butanoic acid (84.6 g, 0.193 Mole) was suspended in ethyl acetate (700 mL) to which was added dimethylformamide (0.5 mL) and thionyl chloride (70 mL, 0.964 Mole). The mixture was heated at 70° C. for 1.5 hours, cooled, concentrated under reduced pressure, co-evaporated with ethyl acetate (2×100 mL) and the oil so obtained used as such in the next step of the reaction sequence. Starting materials: CC(C)(C)OC(=O)Nc1cccnc1C=O, Cc1cccnc1CN, ClCCl. Product: Cc1cccnc1CNCc1ncccc1NC(=O)OC(C)(C)C. RXN SMILES: [C:10]([CH3:11])([CH3:12])([CH3:13])[O:14][C:15]([NH:16][c:17]1[c:18]([CH:23]=[O:24])[n:19][cH:20][cH:21][cH:22]1)=[O:25].[CH3:1][c:2]1[c:3]([CH2:8][NH2:9])[n:4][cH:5][cH:6][cH:7]1.[Cl:26][CH2:27][Cl:28]>>[CH3:1][c:2]1[c:3]([CH2:8][NH:9][CH2:23][c:18]2[c:17]([NH:16][C:15]([O:14][C:10]([CH3:11])([CH3:12])[CH3:13])=[O:25])[cH:22][cH:21][cH:20][n:19]2)[n:4][cH:5][cH:6][cH:7]1.